Dataset: the Open Reaction Database (ORD), a public repository of structured organic reaction records. Task: describe an organic reaction: reactants, conditions, products, and yield As a reaction SMILES: [CH2:1]([c:2]1[cH:3][cH:4][cH:5][cH:6][cH:7]1)[O:8][c:9]1[c:10]([C:11](=[O:12])[NH:13][c:14]2[cH:15][cH:16][c:17]([N:20]3[CH2:21][CH2:22][O:23][CH2:24][CH2:25]3)[cH:18][cH:19]2)[cH:26][c:27]([CH:38]([CH3:39])[CH3:40])[c:28]([O:30][CH2:31][c:32]2[cH:33][cH:34][cH:35][cH:36][cH:37]2)[cH:29]1.[CH3:41][O:42][c:43]1[cH:44][cH:45][c:46]([P:47]2(=[S:50])[S:48][P:49]([c:51]3[cH:52][cH:53][c:54]([O:55][CH3:56])[cH:57][cH:58]3)(=[S:59])[S:60]2)[cH:61][cH:62]1.[CH3:68][c:69]1[cH:70][cH:71][cH:72][cH:73][cH:74]1.[Na+:63].[OH:64][C:65](=[O:66])[O-:67]>>[CH2:1]([c:2]1[cH:3][cH:4][cH:5][cH:6][cH:7]1)[O:8][c:9]1[c:10]([C:11]([NH:13][c:14]2[cH:15][cH:16][c:17]([N:20]3[CH2:21][CH2:22][O:23][CH2:24][CH2:25]3)[cH:18][cH:19]2)=[S:50])[cH:26][c:27]([CH:38]([CH3:39])[CH3:40])[c:28]([O:30][CH2:31][c:32]2[cH:33][cH:34][cH:35][cH:36][cH:37]2)[cH:29]1. The reactants are CC(C)c1cc(C(=O)Nc2ccc(N3CCOCC3)cc2)c(OCc2ccccc2)cc1OCc1ccccc1, COc1ccc(P2(=S)SP(=S)(c3ccc(OC)cc3)S2)cc1, Cc1ccccc1, [Na+], O=C([O-])O. Yields the product CC(C)c1cc(C(=S)Nc2ccc(N3CCOCC3)cc2)c(OCc2ccccc2)cc1OCc1ccccc1.